describe an organic reaction: reactants, conditions, products, and yield From a dataset of the Open Reaction Database (ORD), a public repository of structured organic reaction records. Reactants: Cl, C1COCCO1, COC(=O)c1ccc(-c2cccnc2)cc1. The product is Cl, O=C(O)c1ccc(-c2cccnc2)cc1. Reaction SMILES: [ClH:17].[O:18]1[CH2:19][CH2:20][O:21][CH2:22][CH2:23]1.[n:1]1[cH:2][c:3](-[c:7]2[cH:8][cH:9][c:10]([C:11](=[O:12])[O:13][CH3:14])[cH:15][cH:16]2)[cH:4][cH:5][cH:6]1>>[ClH:17].[n:1]1[cH:2][c:3](-[c:7]2[cH:8][cH:9][c:10]([C:11](=[O:12])[OH:13])[cH:15][cH:16]2)[cH:4][cH:5][cH:6]1. The reactants are ClC=1C=2N(C3=CC=CC=C3N1)C(=NN2)C(F)(F)F (4-chloro-1-trifluoromethyl-[1,2,4]triazolo[4,3-a]quinoxaline), C(C)NCC (diethylamine). Run in CN(C=O)C (N,N-dimethylformamide). The product is C(C)N(C=1C=2N(C3=CC=CC=C3N1)C(=NN2)C(F)(F)F)CC (4-diethylamino-1-trifluoromethyl-[1,2,4]triazolo[4,3-a]quinoxaline). Reaction SMILES: Cl[C:2]1[C:3]2[N:4]([C:12]([C:15]([F:18])([F:17])[F:16])=[N:13][N:14]=2)[C:5]2[C:10]([N:11]=1)=[CH:9][CH:8]=[CH:7][CH:6]=2.[CH2:19]([NH:21][CH2:22][CH3:23])[CH3:20]>CN(C)C=O>[CH2:19]([N:21]([CH2:22][CH3:23])[C:2]1[C:3]2[N:4]([C:12]([C:15]([F:18])([F:17])[F:16])=[N:13][N:14]=2)[C:5]2[C:10]([N:11]=1)=[CH:9][CH:8]=[CH:7][CH:6]=2)[CH3:20]. Procedure details: A mixture consisting of 700 mg. (0.0025 mole) of 4-chloro-1-trifluoromethyl-[1,2,4]triazolo[4,3-a]quinoxaline (prepared as described above) and 560 mg. (0.0075 mole) of diethylamine (0.8 ml.) in 10 ml. of N,N-dimethylformamide was stirred at room temperature overnight and then poured over ice. The resulting mixture was then filtered and the recovered solid product washed with water and then dissolved in ethyl acetate. The latter organic solution was next washed with saturated brine and dried ove... Reactants: O=[Ag], CI, CCOC(C)=O, COC(=O)C1=CCC(CO)CC1(C)c1ccc(Cl)c(C(F)(F)F)c1, CN(C)C=O. Product: COCC1CC=C(C(=O)OC)C(C)(c2ccc(Cl)c(C(F)(F)F)c2)C1. RXN SMILES: [Ag:38]=[O:39].[CH3:25][I:26].[CH3:32][CH2:33][O:34][C:35](=[O:36])[CH3:37].[Cl:1][c:2]1[c:3]([C:21]([F:22])([F:23])[F:24])[cH:4][c:5]([C:8]2([CH3:20])[CH2:9][CH:10]([CH2:18][OH:19])[CH2:11][CH:12]=[C:13]2[C:14](=[O:15])[O:16][CH3:17])[cH:6][cH:7]1.[O:27]=[CH:28][N:29]([CH3:30])[CH3:31]>>[Cl:1][c:2]1[c:3]([C:21]([F:22])([F:23])[F:24])[cH:4][c:5]([C:8]2([CH3:20])[CH2:9][CH:10]([CH2:18][O:19][CH3:25])[CH2:11][CH:12]=[C:13]2[C:14](=[O:15])[O:16][CH3:17])[cH:6][cH:7]1. Starting materials: C(CCC)Br (n-Butyl bromide), ammonium salt, C1(CCCCC1)P(=S)(S)C1CCCCC1 (dicyclohexylphosphinodithioic acid). The product is C1(CCCCC1)P(=S)(SCCCC)C1CCCCC1 (n-butyl dicyclohexylphosphinodithioate). Reaction SMILES: [CH2:1](Br)[CH2:2][CH2:3][CH3:4].[CH:6]1([P:12]([CH:15]2[CH2:20][CH2:19][CH2:18][CH2:17][CH2:16]2)([SH:14])=[S:13])[CH2:11][CH2:10][CH2:9][CH2:8][CH2:7]1>>[CH:6]1([P:12]([CH:15]2[CH2:20][CH2:19][CH2:18][CH2:17][CH2:16]2)([S:14][CH2:1][CH2:2][CH2:3][CH3:4])=[S:13])[CH2:7][CH2:8][CH2:9][CH2:10][CH2:11]1. Procedure details: n-Butyl bromide was reacted with the ammonium salt of dicyclohexylphosphinodithioic acid to obtain n-butyl dicyclohexylphosphinodithioate, a viscous liquid, b.p. 167°-175° C at 0.15 mm., which on testing lasted 900 hours longer than the control. The total number of hours required to reach failure was 2.8 times that of the control. Starting materials: ClC1=C(C=C2C(=CN(C2=C1)C(=O)OC(C)(C)C)C(=O)OC)C1=CC=C(C=C1)OCC=1C=NC=CC1 (1-tert-butyl 3-methyl 6-chloro-5-[4-(pyridin-3-ylmethoxy)phenyl]-1H-indole-1,3-dicarboxylate), [OH-].[Na+] (sodium hydroxide). The solvent is CO (methanol). Reaction conditions: temperature 75 celsius. Product: ClC1=C(C=C2C(=CNC2=C1)C(=O)O)C1=CC=C(C=C1)OCC=1C=NC=CC1 (6-chloro-5-[4-(pyridin-3-ylmethoxy)phenyl]-1H-indole-3-carboxylic acid). Yield: 22.5%. As a reaction SMILES: [Cl:1][C:2]1[CH:10]=[C:9]2[C:5]([C:6]([C:18]([O:20]C)=[O:19])=[CH:7][N:8]2C(OC(C)(C)C)=O)=[CH:4][C:3]=1[C:22]1[CH:27]=[CH:26][C:25]([O:28][CH2:29][C:30]2[CH:31]=[N:32][CH:33]=[CH:34][CH:35]=2)=[CH:24][CH:23]=1.[OH-].[Na+]>CO>[Cl:1][C:2]1[CH:10]=[C:9]2[C:5]([C:6]([C:18]([OH:20])=[O:19])=[CH:7][NH:8]2)=[CH:4][C:3]=1[C:22]1[CH:23]=[CH:24][C:25]([O:28][CH2:29][C:30]2[CH:31]=[N:32][CH:33]=[CH:34][CH:35]=2)=[CH:26][CH:27]=1 |f:1.2|. Procedure details: A mixture of crude 1-tert-butyl 3-methyl 6-chloro-5-[4-(pyridin-3-ylmethoxy)phenyl]-1H-indole-1,3-dicarboxylate (37 mg, 0.075 mmol), methanol (0.8 mL) and 1M aqueous sodium hydroxide (0.45 mL, 0.45 mmol) was sealed in a vial and heated at 75° C. for 17 hours, causing a solution to form. After cooling to room temperature, the reaction mixture was concentrated via a stream of nitrogen, and diluted with ethyl acetate and saturated aqueous citric acid slowly. The layers were separated, and the aqueo... Reactants: ClC=1C=NC=C(C(=NO)Cl)C1 (5-Chloro-N-hydroxynicotinimidoyl chloride), C(#C)C1=CC(=C(C=C1)F)F (4-ethynyl-1,2-difluorobenzene), N (NH3). Yields the product ClC=1C=C(C=NC1)C1=NOC(=C1)C1=CC(=C(C=C1)F)F (3-(5-Chloropyridin-3-yl)-5-(3,4-difluorophenyl)isoxazole). Reaction SMILES: [Cl:1][C:2]1[CH:3]=[N:4][CH:5]=[C:6]([CH:11]=1)[C:7](Cl)=[N:8][OH:9].[C:12]([C:14]1[CH:19]=[CH:18][C:17]([F:20])=[C:16]([F:21])[CH:15]=1)#[CH:13].N>>[Cl:1][C:2]1[CH:11]=[C:6]([C:7]2[CH:13]=[C:12]([C:14]3[CH:19]=[CH:18][C:17]([F:20])=[C:16]([F:21])[CH:15]=3)[O:9][N:8]=2)[CH:5]=[N:4][CH:3]=1. Procedure: The titled compound was prepared according to Method CB using the product of Example 69B (57 mg, 0.3 mmol) and 4-ethynyl-1,2-difluorobenzene (Apollo, 41 mg, 0.3 mmol). 1H NMR (300 MHz, DMSO-d6) δ 7.63-7.81 (m, 2H), 7.82 (s, 1H), 8.02 (ddd, J=11.4, 7.6, 2.0 Hz, 1H), 8.41 (t, J=2.0 Hz, 1H), 8.81 (d, J=2.4 Hz, 1H), 9.06 (d, J=2.0 Hz, 1H) ppm; MS (DCI/NH3) m/z 291 (M+H)+, 293 (M+H)+. The reactants are C(C)(=O)C(C\C=C\C1=CC=CC=C1)C1=NC(=C2C(NC(=NN21)CC2=CC(=C(C=C2)OC)OC)=O)C (7-[(3E)-1-acetyl-4-phenyl-3-butenyl]-2-(3,4-dimethoxy-benzyl)-5-methylimidazo[5,1-f][1,2,4]triazin-4(3H)-one), [BH4-].[Na+] (sodium borohydride). The product is CC=1N=CN2N=CNC(C21)=O (5-methylimidazo-[5,1-f][1,2,4]triazin-4(3H)-one). Reaction SMILES: C(C([C:14]1[N:22]2[C:17]([C:18](=[O:34])[NH:19][C:20](CC3C=CC(OC)=C(OC)C=3)=[N:21]2)=[C:16]([CH3:35])[N:15]=1)C/C=C/C1C=CC=CC=1)(=O)C.[BH4-].[Na+]>>[CH3:35][C:16]1[N:15]=[CH:14][N:22]2[C:17]=1[C:18](=[O:34])[NH:19][CH:20]=[N:21]2 |f:1.2|. Reported procedure: 70 mg (0.14 mmol) of 7-[(3E)-1-acetyl-4-phenyl-3-butenyl]-2-(3,4-dimethoxy-benzyl)-5-methylimidazo[5,1-f][1,2,4]triazin-4(3H)-one are reacted analogously to Example 12 with 5 mg (0.14 mmol) of sodium borohydride to give 2-(3,4-dimethoxybenzyl)-7-[(3E)-1-1-hydroxyethyl)-4-phenyl-3-butenyl]-5-methylimidazo-[5,1-f][1,2,4]triazin-4(3H)-one. Starting materials: CCOC=C(C(=O)OCC)C(=O)OCC, CCCCCCc1ccc(C(=N)N)cc1, CCCCCCc1ccc(-c2ncc(C(=O)OCC)c(O)n2)cc1, CCO, Cl, O=P(Cl)(Cl)Cl. Product: CCCCCCc1ccc(-c2ncc(C(=O)OCC)cn2)cc1. As a reaction SMILES: [CH2:17]([O:18][C:19](=[O:20])[C:21](=[CH:22][O:23][CH2:24][CH3:25])[C:26]([O:27][CH2:28][CH3:29])=[O:30])[CH3:31].[CH2:2]([c:3]1[cH:4][cH:5][c:6]([C:7]([NH2:8])=[NH:9])[cH:10][cH:11]1)[CH2:12][CH2:13][CH2:14][CH2:15][CH3:16].[CH2:32]([CH3:33])[O:34][C:35](=[O:36])[c:37]1[c:38]([OH:55])[n:39][c:40](-[c:43]2[cH:44][cH:45][c:46]([CH2:49][CH2:50][CH2:51][CH2:52][CH2:53][CH3:54])[cH:47][cH:48]2)[n:41][cH:42]1.[CH3:61][CH2:62][OH:63].[ClH:1].[P:56]([Cl:57])([Cl:58])([Cl:59])=[O:60]>>[CH2:32]([CH3:33])[O:34][C:35](=[O:36])[c:37]1[cH:38][n:39][c:40](-[c:43]2[cH:44][cH:45][c:46]([CH2:49][CH2:50][CH2:51][CH2:52][CH2:53][CH3:54])[cH:47][cH:48]2)[n:41][cH:42]1. Starting materials: O=c1c2cnn(-c3ccc([N+](=O)[O-])cc3)c2nc(-c2ccc(Cl)cc2Cl)n1-c1ccc(Cl)cc1, [H][H], C1COCCO1, O, O=[Pt]. The product is Nc1ccc(-n2ncc3c(=O)n(-c4ccc(Cl)cc4)c(-c4ccc(Cl)cc4Cl)nc32)cc1. As a reaction SMILES: [Cl:1][c:2]1[cH:3][cH:4][c:5](-[n:8]2[c:9](-[c:27]3[c:28]([Cl:34])[cH:29][c:30]([Cl:33])[cH:31][cH:32]3)[n:10][c:11]3[c:12]([c:13]2=[O:14])[cH:15][n:16][n:17]3-[c:18]2[cH:19][cH:20][c:21]([N+:24]([O-:25])=[O:26])[cH:22][cH:23]2)[cH:6][cH:7]1.[H:35][H:36].[O:37]1[CH2:38][CH2:39][O:40][CH2:41][CH2:42]1.[OH2:43].[Pt:44]=[O:45]>>[Cl:1][c:2]1[cH:3][cH:4][c:5](-[n:8]2[c:9](-[c:27]3[c:28]([Cl:34])[cH:29][c:30]([Cl:33])[cH:31][cH:32]3)[n:10][c:11]3[c:12]([c:13]2=[O:14])[cH:15][n:16][n:17]3-[c:18]2[cH:19][cH:20][c:21]([NH2:24])[cH:22][cH:23]2)[cH:6][cH:7]1. The reactants are step-iii, C(#N)C=1C=C(CN2N=CC(=C2)C2=CN(C3=NC=C(C=C32)C=3C=C(C=CC3)NS(=O)(=O)C)S(=O)(=O)C3=CC=C(C)C=C3)C=CC1 (N-(3-(3-(1-(3-cyanobenzyl)-1H-pyrazol-4-yl)-1-tosyl-1H-pyrrolo[2,3-b]pyridin-5-yl)phenyl) methane sulfonamide), [OH-].[Li+] (lithium hydroxide). Run in C1CCOC1.O.CO (THF water methanol). Product: C(#N)C=1C=C(CN2N=CC(=C2)C2=CNC3=NC=C(C=C32)C=3C=C(C=CC3)NS(=O)(=O)C)C=CC1 (N-(3-(3-(1-(3-cyanobenzyl)-1H-pyrazol-4-yl)-1H-pyrrolo[2,3-b]pyridin-5-yl)phenyl) methanesulfonamide). The yield is 15.2%. As a reaction SMILES: [C:1]([C:3]1[CH:4]=[C:5]([CH:42]=[CH:43][CH:44]=1)[CH2:6][N:7]1[CH:11]=[C:10]([C:12]2[C:20]3[C:15](=[N:16][CH:17]=[C:18]([C:21]4[CH:22]=[C:23]([NH:27][S:28]([CH3:31])(=[O:30])=[O:29])[CH:24]=[CH:25][CH:26]=4)[CH:19]=3)[N:14](S(C3C=CC(C)=CC=3)(=O)=O)[CH:13]=2)[CH:9]=[N:8]1)#[N:2].[OH-].[Li+]>C1COCC1.O.CO>[C:1]([C:3]1[CH:4]=[C:5]([CH:42]=[CH:43][CH:44]=1)[CH2:6][N:7]1[CH:11]=[C:10]([C:12]2[C:20]3[C:15](=[N:16][CH:17]=[C:18]([C:21]4[CH:22]=[C:23]([NH:27][S:28]([CH3:31])(=[O:30])=[O:29])[CH:24]=[CH:25][CH:26]=4)[CH:19]=3)[NH:14][CH:13]=2)[CH:9]=[N:8]1)#[N:2] |f:1.2,3.4.5|. Procedure: Using similar reaction conditions as described in step-iii of example-1, N-(3-(3-(1-(3-cyanobenzyl)-1H-pyrazol-4-yl)-1-tosyl-1H-pyrrolo[2,3-b]pyridin-5-yl)phenyl) methane sulfonamide (90 mg, 0.14 mmol) was hydrolyzed with lithium hydroxide (18 mg, 0.43 mmol) in THF/water/methanol (1/0.5/1 ml) mixture to afford 10 mg (15% yield) of the pure product after purification by preparative TLC (Silicagel-1000 micron) using 10% ethyl acetate in hexane as eluent. 1H NMR (DMSO-d6, 400 MHz): δ11.88 (s, 1H), ...